From a dataset of the Open Reaction Database (ORD), a public repository of structured organic reaction records. describe an organic reaction: reactants, conditions, products, and yield The reactants are CC(=O)OC(C)=O, CC#N, CC(C)c1c[nH]c2nc(N)[nH]c(=O)c12, O=P(Cl)(Cl)Cl. Yields the product CC(C)c1c[nH]c2nc(N)nc(Cl)c12. RXN SMILES: [CH3:15][C:16]([O:17][C:18](=[O:19])[CH3:20])=[O:21].[CH3:27][C:28]#[N:29].[NH2:1][c:2]1[nH:3][c:4](=[O:14])[c:5]2[c:6]([n:7]1)[nH:8][cH:9][c:10]2[CH:11]([CH3:12])[CH3:13].[P:22]([Cl:23])([Cl:24])([Cl:25])=[O:26]>>[NH2:1][c:2]1[n:3][c:4]([Cl:24])[c:5]2[c:6]([n:7]1)[nH:8][cH:9][c:10]2[CH:11]([CH3:12])[CH3:13]. The reagents and catalysts are C1=CC=C(C=C1)P(C2=CC=CC=C2)C3=CC=CC=C3.C1=CC=C(C=C1)P(C2=CC=CC=C2)C3=CC=CC=C3.C1=CC=C(C=C1)P(C2=CC=CC=C2)C3=CC=CC=C3.C1=CC=C(C=C1)P(C2=CC=CC=C2)C3=CC=CC=C3.[Pd] (tetrakis(triphenylphosphine) palladium(O)), [Cl-].[Zn+2].[Cl-].C1CCOC1 (zinc chloride THF). RXN SMILES: [CH2:1]([Li])[CH2:2][CH2:3][CH3:4].[CH3:6][CH2:7]CCCC.C1([CH2:18][CH2:19][N:20]2[C:24](Br)=[C:23]([C:26]([O:28][CH2:29][CH3:30])=[O:27])[C:22]([N:31]([CH2:69][CH2:70][CH3:71])[CH2:32][C:33]3[CH:38]=[CH:37][C:36]([C:39]4[CH:44]=[CH:43][CH:42]=[CH:41][C:40]=4[C:45]4[N:49]([C:50]([C:63]5[CH:68]=[CH:67][CH:66]=[CH:65][CH:64]=5)([C:57]5[CH:62]=[CH:61][CH:60]=[CH:59][CH:58]=5)[C:51]5[CH:56]=[CH:55][CH:54]=[CH:53][CH:52]=5)[N:48]=[N:47][N:46]=4)=[CH:35][CH:34]=3)=[N:21]2)C=CC=CC=1.C(=O)=O.CC(C)=O.I[C:80]1[CH:81]=[C:82]([CH3:86])[CH:83]=[CH:84][CH:85]=1.[Cl-].[NH4+]>[Cl-].[Zn+2].[Cl-].C1COCC1.C1C=CC(P(C2C=CC=CC=2)C2C=CC=CC=2)=CC=1.C1C=CC(P(C2C=CC=CC=2)C2C=CC=CC=2)=CC=1.C1C=CC(P(C2C=CC=CC=2)C2C=CC=CC=2)=CC=1.C1C=CC(P(C2C=CC=CC=2)C2C=CC=CC=2)=CC=1.[Pd].C1COCC1.CN1CCCN(C)C1=O>[C:4]1([CH2:18][CH2:19][N:20]2[C:24]([C:83]3[CH:84]=[CH:85][CH:80]=[CH:81][C:82]=3[CH3:86])=[C:23]([C:26]([O:28][CH2:29][CH3:30])=[O:27])[C:22]([N:31]([CH2:69][CH2:70][CH3:71])[CH2:32][C:33]3[CH:34]=[CH:35][C:36]([C:39]4[CH:44]=[CH:43][CH:42]=[CH:41][C:40]=4[C:45]4[N:49]([C:50]([C:51]5[CH:56]=[CH:55][CH:54]=[CH:53][CH:52]=5)([C:57]5[CH:62]=[CH:61][CH:60]=[CH:59][CH:58]=5)[C:63]5[CH:68]=[CH:67][CH:66]=[CH:65][CH:64]=5)[N:48]=[N:47][N:46]=4)=[CH:37][CH:38]=3)=[N:21]2)[CH:7]=[CH:6][CH:1]=[CH:2][CH:3]=1 |f:0.1,3.4,6.7,8.9.10.11,12.13.14.15.16|. Reported procedure: 0.23 ml of 1.6M n-butyl lithium/hexane solution were dropwise added to THF solution (5 ml) containing 208 mg of N-[1-(2-phenylethyl)-5-bromo-4-ethoxycarbonylpyrazol-3-yl]-N-[(2'-(N-triphenylmethyl-(1H-tetrazol-5-yl))biphenyl-4-yl)methyl]-n-propylamine and 0.04 ml of 1,3-dimethyl-3,4,5,6-tetrahydro-2(1H)-pyrimidinone and stirred for 10 minutes, while cooling with dry ice-acetone. 0.74 ml of 0.5M zinc chloride/THF solution were added thereto and stirred for 30 minutes at room temperature. Then, TH... Product: C1(=CC=CC=C1)CCN1N=C(C(=C1C1=C(C=CC=C1)C)C(=O)OCC)N(CC1=CC=C(C=C1)C1=C(C=CC=C1)C1=NN=NN1C(C1=CC=CC=C1)(C1=CC=CC=C1)C1=CC=CC=C1)CCC (N-[1-(2-phenylethyl)-5-(2-methylphenyl)-4-ethoxycarbonylpyrazol-3-yl]-N-[(2'-(N-triphenylmethyl-(1H-tetrazol-5-yl))biphenyl-4-yl)methyl]-n-propylamine). Conditions: time 10 minute. Reactants: IC=1C=C(C=CC1)C (m-iodotoluene), C1(=CC=CC=C1)CCN1N=C(C(=C1Br)C(=O)OCC)N(CC1=CC=C(C=C1)C1=C(C=CC=C1)C1=NN=NN1C(C1=CC=CC=C1)(C1=CC=CC=C1)C1=CC=CC=C1)CCC (N-[1-(2-phenylethyl)-5-bromo-4-ethoxycarbonylpyrazol-3-yl]-N-[(2'-(N-triphenylmethyl-(1H-tetrazol-5-yl))biphenyl-4-yl)methyl]-n-propylamine), C(CCC)[Li].CCCCCC (n-butyl lithium hexane), [Cl-].[NH4+] (ammonium chloride), C(=O)=O.CC(=O)C (dry ice acetone). Solvent: C1CCOC1 (THF), CN1C(N(CCC1)C)=O (1,3-dimethyl-3,4,5,6-tetrahydro-2(1H)-pyrimidinone), C1CCOC1 (THF), C1CCOC1 (THF).